This data is from the Open Reaction Database (ORD), a public repository of structured organic reaction records. The task is: describe an organic reaction: reactants, conditions, products, and yield Reactants: C(CCCCCCC\C=C/C\C=C/CCCCC)(=O)OC (methyl linoleate), [H-].[Al+3].[Li+].[H-].[H-].[H-] (lithium aluminum hydride). The solvent is C(C)OCC (diethyl ether), C(C)OCC (diethyl ether). Run at temperature 0 celsius, time 2 hour. Yields the product C(CCCCCCC\C=C/C\C=C/CCCCC)O (linoleyl alcohol). The yield is 97.8%. Reaction SMILES: [C:1](OC)(=[O:19])[CH2:2][CH2:3][CH2:4][CH2:5][CH2:6][CH2:7][CH2:8]/[CH:9]=[CH:10]\[CH2:11]/[CH:12]=[CH:13]\[CH2:14][CH2:15][CH2:16][CH2:17][CH3:18].[H-].[Al+3].[Li+].[H-].[H-].[H-]>C(OCC)C>[CH2:1]([OH:19])[CH2:2][CH2:3][CH2:4][CH2:5][CH2:6][CH2:7][CH2:8]/[CH:9]=[CH:10]\[CH2:11]/[CH:12]=[CH:13]\[CH2:14][CH2:15][CH2:16][CH2:17][CH3:18] |f:1.2.3.4.5.6|. Procedure details: A solution of 20.0 g of methyl linoleate in 20 ml of diethyl ether was added to a suspension of 1.8 g of lithium aluminum hydride in 150 ml of diethyl ether at approximately 0° C. under an argon atmosphere. The mixture was stirred for approximately 2 hours at 0° C. The reaction was quenched by the slow addition of 1.8 ml of water, followed by 1.8 ml of 15% sodium hydroxide and 5.4 ml of water. The mixture was filtered and the filtrate was evaporated to dryness. The resulting oil was dissolved in... The reactants are C(C)OP(=O)(OCC)C(C(=O)OC)C (methyl 2-(diethoxyphosphoryl)-propionate), C(C1=CC=CC=C1)N1CCC(CC1)=O (N-benzyl-4-piperidone), [H-].[Na+] (NaH). The solvent is C1CCOC1 (THF), C1CCOC1 (THF), C1CCOC1 (THF). Run at time 40 minute. Product: COC(C(C)=C1CCN(CC1)CC1=CC=CC=C1)=O (2-(1-benzylpiperidin-4-ylidene)-propionic acid methyl ester). As a reaction SMILES: [H-].[Na+].C(OP([CH:11]([CH3:16])[C:12]([O:14][CH3:15])=[O:13])(OCC)=O)C.[CH2:17]([N:24]1[CH2:29][CH2:28][C:27](=O)[CH2:26][CH2:25]1)[C:18]1[CH:23]=[CH:22][CH:21]=[CH:20][CH:19]=1>C1COCC1>[CH3:15][O:14][C:12](=[O:13])[C:11](=[C:27]1[CH2:28][CH2:29][N:24]([CH2:17][C:18]2[CH:23]=[CH:22][CH:21]=[CH:20][CH:19]=2)[CH2:25][CH2:26]1)[CH3:16] |f:0.1|. Procedure details: To a suspension of NaH (60% in mineral oil, 6 g, 0.15 mol) in dry THF (300 mL), under N2 atmosphere, was added a solution of methyl 2-(diethoxyphosphoryl)-propionate (33.6 g, 0.15 mol) in dry THF (150 mL) at such a rate to keep the temperature below 30° C. After being stirred at r.t for 40 min, a solution of N-benzyl-4-piperidone (28.35 g, 0.15 mol) in dry THF (100 mL) was added dropwise keeping the temperature below 30° C. After the addition was completed, the mixture was stirred at r.t for 30 ... As a reaction SMILES: [Cl:1][c:2]1[c:3]([O:4][c:5]2[cH:6][c:7]([C:8](=[O:9])[OH:10])[cH:11][cH:12][cH:13]2)[cH:14][c:15]([C:18]([F:19])([F:20])[F:21])[cH:16][cH:17]1.[Cl:32][CH2:33][CH2:34][Cl:35].[K+:27].[O-:28][N+:29]([O-:30])=[O:31].[S:22](=[O:23])(=[O:24])([OH:25])[OH:26]>>[Cl:1][c:2]1[c:3]([O:4][c:5]2[cH:6][c:7]([C:8](=[O:9])[OH:10])[c:11]([N+:29](=[O:28])[O-:30])[cH:12][cH:13]2)[cH:14][c:15]([C:18]([F:19])([F:20])[F:21])[cH:16][cH:17]1. Starting materials: O=C(O)c1cccc(Oc2cc(C(F)(F)F)ccc2Cl)c1, ClCCCl, [K+], O=[N+]([O-])[O-], O=S(=O)(O)O. Product: O=C(O)c1cc(Oc2cc(C(F)(F)F)ccc2Cl)ccc1[N+](=O)[O-]. Reported procedure: A mixture of 4-fluoro-N2-phenylbenzene-1,2-diamine (450 mg, 2.2 mmol), (S)-2-(tertbutoxycarbonylmethylamino)propionic acid (0.50 g, 2.4 mmol), HOAt (0.33 g, 2.4 mmol), 4-methylmorpholine (0.5 mL, 4.8 mmol) and N-(3-dimethylaminopropyl)-N′-ethylcarbodiimide hydrochloride (0.46 g, 2.4 mmol) in DCM (10 mL) was stirred at RT for 2 h. The reaction mixture was partitioned between DCM and a saturated aqueous solution of NaHCO3. The organic layer was washed with brine, dried (MgSO4), concentrated in vac... Product: C(C)(C)(C)OC(N(C)[C@@H](C)C(NC1=C(C=C(C=C1)F)NC1=CC=CC=C1)=O)=O ([(S)-1-(4-fluoro-2-phenylaminophenylcarbamoyl)ethyl]methylcarbamic acid tert-butyl ester). Isolated yield 91.6%. Reaction SMILES: [F:1][C:2]1[CH:3]=[C:4]([NH:9][C:10]2[CH:15]=[CH:14][CH:13]=[CH:12][CH:11]=2)[C:5]([NH2:8])=[CH:6][CH:7]=1.[C:16]([O:20][C:21](CN[C@@H](C)C(O)=O)=[O:22])([CH3:19])([CH3:18])[CH3:17].[CH:30]1C=NC2N(O)N=NC=2C=1.[CH3:40][N:41]1CC[O:44][CH2:43][CH2:42]1.Cl.CN(C)CCCN=C=NCC>C(Cl)Cl>[C:16]([O:20][C:21](=[O:22])[N:41]([C@H:42]([C:43](=[O:44])[NH:8][C:5]1[CH:6]=[CH:7][C:2]([F:1])=[CH:3][C:4]=1[NH:9][C:10]1[CH:15]=[CH:14][CH:13]=[CH:12][CH:11]=1)[CH3:30])[CH3:40])([CH3:17])([CH3:18])[CH3:19] |f:4.5|. The solvent is C(Cl)Cl (DCM). The reactants are FC=1C=C(C(=CC1)N)NC1=CC=CC=C1 (4-fluoro-N2-phenylbenzene-1,2-diamine), C(C)(C)(C)OC(=O)CN[C@H](C(=O)O)C ((S)-2-(tertbutoxycarbonylmethylamino)propionic acid), C1=CC2=C(N=C1)N(N=N2)O (HOAt), CN1CCOCC1 (4-methylmorpholine), Cl.CN(CCCN=C=NCC)C (N-(3-dimethylaminopropyl)-N′-ethylcarbodiimide hydrochloride). Reaction conditions: time 2 hour. Starting materials: C(=C)OC1CC(NC(C1)(C)C)(C)C (2,2,6,6-tetramethyl-4-piperidyl vinyl ether), C(C)(=O)OC(C)=O (acetic anhydride). Solvent: N1=CC=CC=C1 (pyridine). Yields the product C(=C)OC1CC(N(C(C1)(C)C)C(C)=O)(C)C (1-Acetyl-2,2,6,6-tetramethyl-4-piperidyl vinyl ether). RXN SMILES: [CH:1]([O:3][CH:4]1[CH2:9][C:8]([CH3:11])([CH3:10])[NH:7][C:6]([CH3:13])([CH3:12])[CH2:5]1)=[CH2:2].[C:14](OC(=O)C)(=[O:16])[CH3:15]>N1C=CC=CC=1>[CH:1]([O:3][CH:4]1[CH2:5][C:6]([CH3:13])([CH3:12])[N:7]([C:14](=[O:16])[CH3:15])[C:8]([CH3:11])([CH3:10])[CH2:9]1)=[CH2:2]. Reported procedure: 40 g of 2,2,6,6-tetramethyl-4-piperidyl vinyl ether were dissolved in 270 ml of dry pyridine and 200 ml of acetic anhydride were added. The mixture was warmed slowly and finally was refluxed for 36 hours. The volatile constituents were evaporated off under a water pump vacuum on a boiling water bath and the residue was distilled under a high vacuum. Boiling point 88°/0.1 mm Hg. Reactants: O=C([O-])[O-], CC1(C)OB(c2cn[nH]c2)OC1(C)C, CC#N, BrC1CCCC1, [Cs+], [Cs+]. The product is CC1(C)OB(c2cnn(C3CCCC3)c2)OC1(C)C. Reaction SMILES: [C:21](=[O:22])([O-:23])[O-:24].[CH3:1][C:2]1([CH3:14])[O:3][B:4]([c:9]2[cH:10][n:11][nH:12][cH:13]2)[O:5][C:6]1([CH3:7])[CH3:8].[CH3:27][C:28]#[N:29].[CH:15]1([Br:20])[CH2:16][CH2:17][CH2:18][CH2:19]1.[Cs+:25].[Cs+:26]>>[CH3:1][C:2]1([CH3:14])[O:3][B:4]([c:9]2[cH:10][n:11][n:12]([CH:15]3[CH2:16][CH2:17][CH2:18][CH2:19]3)[cH:13]2)[O:5][C:6]1([CH3:7])[CH3:8]. Reactants: ClC=1C=C(C(=O)O)C=CC1C(NC1=CC(=C(C=C1)Cl)C1=NC=CC=C1)=O (3-chloro-4-(4-chloro-3-(pyridin-2-yl)phenylcarbamoyl)benzoic acid), O=C1CNCCN1 (3-oxopiperazine). Yields the product ClC1=C(C(=O)NC2=CC(=C(C=C2)Cl)C2=NC=CC=C2)C=CC(=C1)C(=O)N1CC(NCC1)=O (2-chloro-N-(4-chloro-3-(pyridin-2-yl)phenyl)-4-(3-oxopiperazine-1-carbonyl)benzamide). RXN SMILES: [Cl:1][C:2]1[CH:3]=[C:4]([CH:8]=[CH:9][C:10]=1[C:11](=[O:26])[NH:12][C:13]1[CH:18]=[CH:17][C:16]([Cl:19])=[C:15]([C:20]2[CH:25]=[CH:24][CH:23]=[CH:22][N:21]=2)[CH:14]=1)[C:5](O)=[O:6].[O:27]=[C:28]1[NH:33][CH2:32][CH2:31][NH:30][CH2:29]1>>[Cl:1][C:2]1[CH:3]=[C:4]([C:5]([N:30]2[CH2:31][CH2:32][NH:33][C:28](=[O:27])[CH2:29]2)=[O:6])[CH:8]=[CH:9][C:10]=1[C:11]([NH:12][C:13]1[CH:18]=[CH:17][C:16]([Cl:19])=[C:15]([C:20]2[CH:25]=[CH:24][CH:23]=[CH:22][N:21]=2)[CH:14]=1)=[O:26]. Reported procedure: 50 mg of 3-chloro-4-(4-chloro-3-(pyridin-2-yl)phenylcarbamoyl)benzoic acid was coupled to 3-oxopiperazine via Procedure G. The product was purified on reverse phase HPLC to yield 2-chloro-N-(4-chloro-3-(pyridin-2-yl)phenyl)-4-(3-oxopiperazine-1-carbonyl)benzamide. MS (Q1) 470 (M)+. Reactants: ClC1=NC(=CC=C1N)Cl (2,6-dichloropyridin-3-amine), C(C)OC([S-])=S.[K+] (potassium ethoxy(thioxo)methanethiolate), CN1CCCC1=O (NMP), O (water). The solvent is C(C)(=O)O (acetic acid). Conditions: temperature 170 celsius, time 3.5 hour. Product: ClC1=CC=C2C(=N1)SC(=N2)S (5-chloro[1,3]thiazolo[5,4-b]pyridine-2-thiol). Reaction SMILES: Cl[C:2]1[C:7]([NH2:8])=[CH:6][CH:5]=[C:4]([Cl:9])[N:3]=1.C(O[C:13](=[S:15])[S-:14])C.[K+].CN1C(=O)CCC1.O>C(O)(=O)C>[Cl:9][C:4]1[N:3]=[C:2]2[S:14][C:13]([SH:15])=[N:8][C:7]2=[CH:6][CH:5]=1 |f:1.2|. Procedure details: To a round bottom flask was added 2,6-dichloropyridin-3-amine (21.4 g, 131 mmol), potassium ethoxy(thioxo)methanethiolate (42.1 g, 262 mmol), and anhydrous NMP (300 mL). The reaction mixture was then heated to 170° C. while stirring in a hot oil bath with a water cooled reflux condenser attached under an atmosphere of nitrogen for 3.5 hours. The crude reaction mixture was then allowed to cool to room temperature, and acidified to pH 5 with glacial acetic acid, which led to a precipitate which wa... The reactants are Fc1cc(Br)cc(F)c1F, [Li]C(C)(C)C, CC(C)(CCC=NS(=O)C(C)(C)C)C(=O)OCc1ccccc1, C1CCOC1, CCCCC, Cc1ccccc1. The product is CC1(C)CCC(c2c(Br)cc(F)c(F)c2F)NC1=O. As a reaction SMILES: [Br:1][c:2]1[cH:3][c:4]([F:10])[c:5]([F:9])[c:6]([F:8])[cH:7]1.[C:11]([Li:12])([CH3:13])([CH3:14])[CH3:15].[C:16]([S:17]([N:22]=[CH:23][CH2:24][CH2:25][C:26]([C:27]([O:18][CH2:19][c:20]1[cH:21][cH:29][cH:30][cH:31][cH:32]1)=[O:28])([CH3:37])[CH3:38])=[O:33])([CH3:34])([CH3:35])[CH3:36].[CH2:39]1[O:40][CH2:41][CH2:42][CH2:43]1.[CH3:44][CH2:45][CH2:46][CH2:47][CH3:48].[CH3:49][c:50]1[cH:51][cH:52][cH:53][cH:54][cH:55]1>>[Br:1][c:2]1[cH:3][c:4]([F:10])[c:5]([F:9])[c:6]([F:8])[c:7]1[CH:23]1[NH:22][C:27](=[O:28])[C:26]([CH3:37])([CH3:38])[CH2:25][CH2:24]1. Starting materials: O=C([O-])[O-], CN(C)C=O, Clc1ncccn1, [K+], [K+], c1ccn(CCCCN2CCNCC2)c1. The product is c1cnc(N2CCN(CCCCn3cccc3)CC2)nc1. RXN SMILES: [C:23](=[O:24])([O-:25])[O-:26].[CH3:29][N:30]([CH3:31])[CH:32]=[O:33].[Cl:16][c:17]1[n:18][cH:19][cH:20][cH:21][n:22]1.[K+:27].[K+:28].[N:1]1([CH2:7][CH2:8][CH2:9][CH2:10][n:11]2[cH:12][cH:13][cH:14][cH:15]2)[CH2:2][CH2:3][NH:4][CH2:5][CH2:6]1>>[N:1]1([CH2:7][CH2:8][CH2:9][CH2:10][n:11]2[cH:12][cH:13][cH:14][cH:15]2)[CH2:2][CH2:3][N:4]([c:17]2[n:18][cH:19][cH:20][cH:21][n:22]2)[CH2:5][CH2:6]1.